This data is from the Open Reaction Database (ORD), a public repository of structured organic reaction records. The task is: describe an organic reaction: reactants, conditions, products, and yield Reactants: OCc1cc(Cl)cc(Cl)c1, CN(C)C=O, O=S(Cl)Cl. The product is ClCc1cc(Cl)cc(Cl)c1. RXN SMILES: [Cl:1][c:2]1[cH:3][c:4]([CH2:5][OH:6])[cH:7][c:8]([Cl:10])[cH:9]1.[O:15]=[CH:16][N:17]([CH3:18])[CH3:19].[S:11]([Cl:12])([Cl:13])=[O:14]>>[Cl:1][c:2]1[cH:3][c:4]([CH2:5][Cl:13])[cH:7][c:8]([Cl:10])[cH:9]1. The reactants are OC1=CC=C2C(CC(C2=C1)=O)C1=CC=CC=C1 (2,3-Dihydro-6-hydroxy-3-phenylinden-1-one), N1=CC=CC=C1 (pyridine), C(C)(=O)OC(C)=O (acetic anhydride). Run in C(Cl)Cl (CH2Cl2), CCOC(=O)C (EtOAc). Reaction conditions: time 8 hour. The product is C(C)(=O)OC1=CC=C2C(CC(C2=C1)=O)C1=CC=CC=C1 (2,3-Dihydro-1-oxo-3-phenyl-1H-inden-6-yl acetate). The yield is 77.0%. Reaction SMILES: [OH:1][C:2]1[CH:10]=[C:9]2[C:5]([CH:6]([C:12]3[CH:17]=[CH:16][CH:15]=[CH:14][CH:13]=3)[CH2:7][C:8]2=[O:11])=[CH:4][CH:3]=1.N1C=CC=CC=1.[C:24](OC(=O)C)(=[O:26])[CH3:25]>C(Cl)Cl.CCOC(C)=O>[C:24]([O:1][C:2]1[CH:10]=[C:9]2[C:5]([CH:6]([C:12]3[CH:13]=[CH:14][CH:15]=[CH:16][CH:17]=3)[CH2:7][C:8]2=[O:11])=[CH:4][CH:3]=1)(=[O:26])[CH3:25]. Procedure details: 2,3-Dihydro-6-hydroxy-3-phenylinden-1-one (22.5 g, 100 mmol) obtained in Step 2 was placed into a flask and dissolved in CH2Cl2 (300 mL). To the solution at 0° C., pyridine (40 mL, 5.0 eq) and acetic anhydride (47 mL, 5.0 eq) were added dropwise. The mixture was stirred for 8 h at room temperature. The reaction mixture was diluted with EtOAc and washed with H2O. The organic layer was dried over MgSO4 and concentrated in vacuo to give the desired product (20.0 g, 77%). The reactants are N1(CCOCC1)C(=O)C1=CC=C(C=C1)N1N=NC(=C1)C1=NNC2=CC=C(C=C12)C1CCNCC1 (3-{1-[4-(morpholin-4-ylcarbonyl)phenyl]-1H-1,2,3-triazol-4-yl}-5-piperidin-4-yl-1H-indazole), C(C)(=O)Cl (acetyl chlorid), C(C)(=O)Cl (Acetyl chlorid). The solvent is N1=CC=CC=C1 (Pyridine). Yields the product C(C)(=O)N1CCC(CC1)C=1C=C2C(=NNC2=CC1)C=1N=NN(C1)C1=CC=C(C=C1)C(=O)N1CCOCC1 (5-(1-acetylpiperidin-4-yl)-3-{1-[4-(morpholin-4-ylcarbonyl)phenyl]-1H-1,2,3-triazol-4-yl}-1H-indazole). RXN SMILES: [N:1]1([C:7]([C:9]2[CH:14]=[CH:13][C:12]([N:15]3[CH:19]=[C:18]([C:20]4[C:28]5[C:23](=[CH:24][CH:25]=[C:26]([CH:29]6[CH2:34][CH2:33][NH:32][CH2:31][CH2:30]6)[CH:27]=5)[NH:22][N:21]=4)[N:17]=[N:16]3)=[CH:11][CH:10]=2)=[O:8])[CH2:6][CH2:5][O:4][CH2:3][CH2:2]1.[C:35](Cl)(=[O:37])[CH3:36]>N1C=CC=CC=1>[C:35]([N:32]1[CH2:33][CH2:34][CH:29]([C:26]2[CH:27]=[C:28]3[C:23](=[CH:24][CH:25]=2)[NH:22][N:21]=[C:20]3[C:18]2[N:17]=[N:16][N:15]([C:12]3[CH:13]=[CH:14][C:9]([C:7]([N:1]4[CH2:2][CH2:3][O:4][CH2:5][CH2:6]4)=[O:8])=[CH:10][CH:11]=3)[CH:19]=2)[CH2:30][CH2:31]1)(=[O:37])[CH3:36]. Procedure: To a solution of 3-{1-[4-(morpholin-4-ylcarbonyl)phenyl]-1H-1,2,3-triazol-4-yl}-5-piperidin-4-yl-1H-indazole (100 mg; 0.22 mmol; 1.0 eq.) in Pyridine (1.5 mL) was added acetyl chlorid (15 μl; 0.22 mmol; 1.0 eq.). The reaction mixture was stirred at room temperature O/N. Acetyl chlorid (15 μl; 0.22 mmol; 1.0 eq.) was added again to the reaction mixture to complete the reaction. Pyridine was removed under reduced pressure and DCM was added to the residue. DCM phase was washed with a saturated solu... The reactants are C1(=CC=CC=C1)C1NCCC2=C1N=CN2 (4-phenyl-4,5,6,7-tetrahydro-imidazo-[4,5-c]-pyridine), CN=C=S (methyl isothiocyanate). Run in O1CCOCC1 (dioxane). The product is C1(=CC=CC=C1)C1N(CCC2=C1N=CN2)C(NC)=S (4-Phenyl-5-(N-methyl-thiocarbamoyl)-4,5,6,7-tetrahydro-imidazo-[4,5-c]-pyridine). Reaction SMILES: [C:1]1([CH:7]2[C:12]3[N:13]=[CH:14][NH:15][C:11]=3[CH2:10][CH2:9][NH:8]2)[CH:6]=[CH:5][CH:4]=[CH:3][CH:2]=1.[CH3:16][N:17]=[C:18]=[S:19]>O1CCOCC1>[C:1]1([CH:7]2[C:12]3[N:13]=[CH:14][NH:15][C:11]=3[CH2:10][CH2:9][N:8]2[C:18](=[S:19])[NH:17][CH3:16])[CH:2]=[CH:3][CH:4]=[CH:5][CH:6]=1. Procedure: A solution of 3.5 g of 4-phenyl-4,5,6,7-tetrahydro-imidazo-[4,5-c]-pyridine (Farmaco, Ed. Sci., 1967, 22, 821) and 3.5 g of methyl isothiocyanate in 55 ml of dioxane is refluxed for 4 h. The solution is cooled and filtered: 3.6 g of 4-phenyl-5-(N-methyl-thiocarbamoyl)-4,5,6,7-tetrahydroimidazo-[4,5-c]-pyridine, m.p. 228°, are collected. Starting materials: CCN=C=NCCCN(C)C, CCN(C(C)C)C(C)C, Cl, Fc1ccc(F)c(OC2CCNC2)c1, Nc1cccnc1, CN(C)C=O, O, On1nnc2ccccc21, O=C(O)CNC(=O)c1cn(-c2cccnc2)nn1. Yields the product O=C(NCC(=O)N1CCC(Oc2cc(F)ccc2F)C1)c1cn(-c2cccnc2)nn1. RXN SMILES: [CH3:45][CH2:46][N:47]=[C:48]=[N:49][CH2:50][CH2:51][CH2:52][N:53]([CH3:54])[CH3:55].[CH:1]([N:2]([CH2:3][CH3:4])[CH:5]([CH3:6])[CH3:7])([CH3:8])[CH3:9].[ClH:56].[F:57][c:58]1[c:59]([O:60][CH:61]2[CH2:62][NH:63][CH2:64][CH2:65]2)[cH:66][c:67]([F:70])[cH:68][cH:69]1.[NH2:28][c:29]1[cH:30][n:31][cH:32][cH:33][cH:34]1.[O:71]=[CH:72][N:73]([CH3:74])[CH3:75].[OH2:76].[OH:35][n:36]1[c:37]2[c:38]([cH:39][cH:40][cH:41][cH:42]2)[n:43][n:44]1.[n:10]1[cH:11][c:12](-[n:16]2[n:17][n:18][c:19]([C:21](=[O:22])[NH:23][CH2:24][C:25](=[O:26])[OH:27])[cH:20]2)[cH:13][cH:14][cH:15]1>>[n:10]1[cH:11][c:12](-[n:16]2[n:17][n:18][c:19]([C:21](=[O:22])[NH:23][CH2:24][C:25](=[O:27])[N:63]3[CH2:62][CH:61]([O:60][c:59]4[c:58]([F:57])[cH:69][cH:68][c:67]([F:70])[cH:66]4)[CH2:65][CH2:64]3)[cH:20]2)[cH:13][cH:14][cH:15]1.